The task is: describe an organic reaction: reactants, conditions, products, and yield. This data is from the Open Reaction Database (ORD), a public repository of structured organic reaction records. Conditions: time 15 minute. Reactants: C(C1=CC=CC=C1)N(C(CCCCCCCCC)=O)C (N-benzyl-N-methyldecanoic acid amide), C(CN)N (ethylenediamine), C(C)(C)(C)O (t-butanol), C(C)(C)(C)O (t-butanol), [Li] (lithium), ice. Reaction SMILES: C(O)(C)(C)C.C(N(C)[C:14](=[O:24])[CH2:15][CH2:16][CH2:17][CH2:18][CH2:19][CH2:20][CH2:21][CH2:22][CH3:23])C1C=CC=CC=1.C(N)CN.[Li]>C(N)CC.O>[CH:14](=[O:24])[CH2:15][CH2:16][CH2:17][CH2:18][CH2:19][CH2:20][CH2:21][CH2:22][CH3:23] |^1:29|. Reported procedure: n-Propylamine solution with t-butanol. A solution of N-benzyl-N-methyldecanoic acid amide (10 g, 0.036 mol) in n-propylamine (100 mL), ethylenediamine (13 g, 0.216 mol) and t-butanol (16 g, 0.216 mol) was cooled to -18° and lithium (1.77 g, 0.252 mol), in small pieces, was added rapidly. After 15 min, the temperature raised to 12° and then lowered. After another 45 min, the reaction turned blue and after another 30 min a yellow solution was obtained. The reaction mixture was poured over 75 g of ... The solvent is C(CC)N (n-propylamine), C(CC)N (n-Propylamine), O (water). Product: C(CCCCCCCCC)=O (n-decanal). Yield: 35.6%.